From a dataset of the Open Reaction Database (ORD), a public repository of structured organic reaction records. describe an organic reaction: reactants, conditions, products, and yield As a reaction SMILES: [C:27](=[O:28])([O-:29])[O-:30].[Cl:1][c:2]1[c:3]([C:4](=[O:5])[NH:6][c:7]2[cH:8][c:9]([Cl:14])[n:10][cH:11][c:12]2[F:13])[c:15]([Cl:20])[cH:16][c:17]([Cl:19])[cH:18]1.[Cs+:31].[Cs+:32].[NH2:21][C:22](=[O:23])[CH:24]1[CH2:25][CH2:26]1.[O:35]=[C:36]([CH:37]=[CH:38][c:39]1[cH:40][cH:41][cH:42][cH:43][cH:44]1)[CH:45]=[CH:46][c:47]1[cH:48][cH:49][cH:50][cH:51][cH:52]1.[O:53]=[C:54]([CH:55]=[CH:56][c:57]1[cH:58][cH:59][cH:60][cH:61][cH:62]1)[CH:63]=[CH:64][c:65]1[cH:66][cH:67][cH:68][cH:69][cH:70]1.[O:71]=[C:72]([CH:73]=[CH:74][c:75]1[cH:76][cH:77][cH:78][cH:79][cH:80]1)[CH:81]=[CH:82][c:83]1[cH:84][cH:85][cH:86][cH:87][cH:88]1.[O:89]1[CH2:90][CH2:91][O:92][CH2:93][CH2:94]1.[Pd:33].[Pd:34]>>[Cl:1][c:2]1[c:3]([C:4](=[O:5])[NH:6][c:7]2[cH:8][c:9]([NH:21][C:22](=[O:23])[CH:24]3[CH2:25][CH2:26]3)[n:10][cH:11][c:12]2[F:13])[c:15]([Cl:20])[cH:16][c:17]([Cl:19])[cH:18]1. Starting materials: O=C([O-])[O-], O=C(Nc1cc(Cl)ncc1F)c1c(Cl)cc(Cl)cc1Cl, [Cs+], [Cs+], NC(=O)C1CC1, O=C(C=Cc1ccccc1)C=Cc1ccccc1, O=C(C=Cc1ccccc1)C=Cc1ccccc1, O=C(C=Cc1ccccc1)C=Cc1ccccc1, C1COCCO1, [Pd], [Pd]. Product: O=C(Nc1cc(NC(=O)C2CC2)ncc1F)c1c(Cl)cc(Cl)cc1Cl. Reactants: C1(=CC=CC=C1)[C@H](C)NC(C[C@@H](CC(\C=C\C=1N(C2=CC=CC=C2C1C1=CC=C(C=C1)F)C(C)C)=O)O[Si](C)(C)C(C)(C)C)=O ((E)-(R)-3-(tert-Butyl-dimethyl-silanyloxy)-7-[3-(4-fluoro-phenyl)-1-isopropyl-1H-indol-2-yl]-5-oxo-hept-6-enoic acid ((S)-1-phenyl-ethyl)-amide), Cl (HCl), C1(=CC=CC=C1)[C@H](C)NC(C[C@@H](CC(\C=C\C=1C(=NC2=CC=CC=C2C1C1=CC=C(C=C1)F)C1CC1)=O)O)=O ((E)-(R)-7-[2-cyclopropyl-4-(4-fluoro-phenyl)-quinolin-3-yl]-3-hydroxy-5-oxo-hept-6-enoic acid ((S)-1-phenyl-ethyl)-amide). Solvent: ethyl acetate n-hexanes, C(C)O (ethanol). Product: C1(=CC=CC=C1)[C@H](C)NC(C[C@@H](CC(\C=C\C=1N(C2=CC=CC=C2C1C1=CC=C(C=C1)F)C(C)C)=O)O)=O ((E)-(R)-7-[3-(4-Fluoro-phenyl)-1-isopropyl-1H-indol-2-yl]-3-hydroxy-5-oxo-hept-6-enoic acid ((S)-1-phenyl-ethyl)-amide). As a reaction SMILES: [C:1]1([C@@H:7]([NH:9][C:10](=[O:45])[CH2:11][C@H:12]([O:37][Si](C(C)(C)C)(C)C)[CH2:13][C:14](=[O:36])/[CH:15]=[CH:16]/[C:17]2[N:18]([CH:33]([CH3:35])[CH3:34])[C:19]3[C:24]([C:25]=2[C:26]2[CH:31]=[CH:30][C:29]([F:32])=[CH:28][CH:27]=2)=[CH:23][CH:22]=[CH:21][CH:20]=3)[CH3:8])[CH:6]=[CH:5][CH:4]=[CH:3][CH:2]=1.Cl.C1([C@@H](NC(=O)C[C@H](O)CC(=O)/C=C/C2C(C3CC3)=NC3C(C=2C2C=CC(F)=CC=2)=CC=CC=3)C)C=CC=CC=1>C(O)C>[C:1]1([C@@H:7]([NH:9][C:10](=[O:45])[CH2:11][C@H:12]([OH:37])[CH2:13][C:14](=[O:36])/[CH:15]=[CH:16]/[C:17]2[N:18]([CH:33]([CH3:34])[CH3:35])[C:19]3[C:24]([C:25]=2[C:26]2[CH:27]=[CH:28][C:29]([F:32])=[CH:30][CH:31]=2)=[CH:23][CH:22]=[CH:21][CH:20]=3)[CH3:8])[CH:6]=[CH:5][CH:4]=[CH:3][CH:2]=1. Procedure: can be prepared from (E)-(R)-3-(tert-Butyl-dimethyl-silanyloxy)-7-[3-(4-fluoro-phenyl)-1-isopropyl-1H-indol-2-yl]-5-oxo-hept-6-enoic acid ((S)-1-phenyl-ethyl)-amide by deprotection with HCl in ethanol according to the procedure described above for the preparation of (E)-(R)-7-[2-cyclopropyl-4-(4-fluoro-phenyl)-quinolin-3-yl]-3-hydroxy-5-oxo-hept-6-enoic acid ((S)-1-phenyl-ethyl)-amide. Chromatography on silicagel with ethyl acetate/n-hexanes (9:1) as eluent affords (E)-(R)-7-[3-(4-Fluoro-phenyl)...